Task: describe an organic reaction: reactants, conditions, products, and yield. Dataset: the Open Reaction Database (ORD), a public repository of structured organic reaction records Reactants: CC(C)(C)c1ccccc1Oc1ncccc1Nc1nc(C(F)(F)F)c(Br)s1, C=C(OCC)[Sn](CCCC)(CCCC)CCCC, C1COCCO1, c1ccc(P(c2ccccc2)(c2ccccc2)[Pd](P(c2ccccc2)(c2ccccc2)c2ccccc2)(P(c2ccccc2)(c2ccccc2)c2ccccc2)P(c2ccccc2)(c2ccccc2)c2ccccc2)cc1. The product is C=C(OCC)c1sc(Nc2cccnc2Oc2ccccc2C(C)(C)C)nc1C(F)(F)F. Reaction SMILES: [Br:1][c:2]1[c:3]([C:25]([F:26])([F:27])[F:28])[n:4][c:5]([NH:7][c:8]2[c:9]([O:14][c:15]3[c:16]([C:21]([CH3:22])([CH3:23])[CH3:24])[cH:17][cH:18][cH:19][cH:20]3)[n:10][cH:11][cH:12][cH:13]2)[s:6]1.[CH2:29]([Sn:30]([CH2:31][CH2:32][CH2:33][CH3:39])([C:34](=[CH2:35])[O:36][CH2:37][CH3:38])[CH2:40][CH2:41][CH2:42][CH3:43])[CH2:44][CH2:45][CH3:46].[O:47]1[CH2:48][CH2:49][O:50][CH2:51][CH2:52]1.[cH:53]1[cH:54][cH:55][c:56]([P:57]([Pd:58]([P:59]([c:60]2[cH:61][cH:62][cH:63][cH:64][cH:65]2)([c:66]2[cH:67][cH:68][cH:69][cH:70][cH:71]2)[c:72]2[cH:73][cH:74][cH:75][cH:76][cH:77]2)([P:78]([c:79]2[cH:80][cH:81][cH:82][cH:83][cH:84]2)([c:85]2[cH:86][cH:87][cH:88][cH:89][cH:90]2)[c:91]2[cH:92][cH:93][cH:94][cH:95][cH:96]2)[P:97]([c:98]2[cH:99][cH:100][cH:101][cH:102][cH:103]2)([c:104]2[cH:105][cH:106][cH:107][cH:108][cH:109]2)[c:110]2[cH:111][cH:112][cH:113][cH:114][cH:115]2)([c:116]2[cH:117][cH:118][cH:119][cH:120][cH:121]2)[c:122]2[cH:123][cH:124][cH:125][cH:126][cH:127]2)[cH:128][cH:129]1>>[c:2]1([C:34](=[CH2:35])[O:36][CH2:37][CH3:38])[c:3]([C:25]([F:26])([F:27])[F:28])[n:4][c:5]([NH:7][c:8]2[c:9]([O:14][c:15]3[c:16]([C:21]([CH3:22])([CH3:23])[CH3:24])[cH:17][cH:18][cH:19][cH:20]3)[n:10][cH:11][cH:12][cH:13]2)[s:6]1. The reactants are CCc1nc(C=Cc2cn(-c3ccccc3)nc2OCOC)co1, CO, Cl. Yields the product CCc1nc(C=Cc2cn(-c3ccccc3)nc2O)co1, Cl. RXN SMILES: [CH2:1]([CH3:2])[c:3]1[o:4][cH:5][c:6]([CH:8]=[CH:9][c:10]2[c:11]([O:21][CH2:22][O:23][CH3:24])[n:12][n:13](-[c:15]3[cH:16][cH:17][cH:18][cH:19][cH:20]3)[cH:14]2)[n:7]1.[CH3:26][OH:27].[ClH:25]>>[CH2:1]([CH3:2])[c:3]1[o:4][cH:5][c:6]([CH:8]=[CH:9][c:10]2[c:11]([OH:21])[n:12][n:13](-[c:15]3[cH:16][cH:17][cH:18][cH:19][cH:20]3)[cH:14]2)[n:7]1.[ClH:25]. Reactants: ClCCl, CCC(=O)C1=C(O)CC(C)(C)CC1=O, CCO, NOCc1ccc(Cl)s1. Product: CCC(=NOCc1ccc(Cl)s1)C1=C(O)CC(C)(C)CC1=O. RXN SMILES: [CH2:27]([Cl:28])[Cl:29].[CH3:1][C:2]1([CH3:14])[CH2:3][C:4]([OH:13])=[C:5]([C:9]([CH2:10][CH3:11])=[O:12])[C:6](=[O:8])[CH2:7]1.[CH3:24][CH2:25][OH:26].[Cl:15][c:16]1[cH:17][cH:18][c:19]([CH2:21][O:22][NH2:23])[s:20]1>>[CH3:1][C:2]1([CH3:14])[CH2:3][C:4]([OH:13])=[C:5]([C:9]([CH2:10][CH3:11])=[N:23][O:22][CH2:21][c:19]2[cH:18][cH:17][c:16]([Cl:15])[s:20]2)[C:6](=[O:8])[CH2:7]1. Starting materials: [BH4-], C1CCOC1, O=C(CCl)c1ccc(-c2ccc(SC(F)F)cc2)cc1, [Na+]. Yields the product OC(CCl)c1ccc(-c2ccc(SC(F)F)cc2)cc1. As a reaction SMILES: [BH4-:21].[CH2:23]1[O:24][CH2:25][CH2:26][CH2:27]1.[Cl:1][CH2:2][C:3](=[O:4])[c:5]1[cH:6][cH:7][c:8](-[c:11]2[cH:12][cH:13][c:14]([S:17][CH:18]([F:19])[F:20])[cH:15][cH:16]2)[cH:9][cH:10]1.[Na+:22]>>[Cl:1][CH2:2][CH:3]([OH:4])[c:5]1[cH:6][cH:7][c:8](-[c:11]2[cH:12][cH:13][c:14]([S:17][CH:18]([F:19])[F:20])[cH:15][cH:16]2)[cH:9][cH:10]1.